The task is: describe an organic reaction: reactants, conditions, products, and yield. This data is from the Open Reaction Database (ORD), a public repository of structured organic reaction records. Yields the product CC1=NC=2N(C(=C1)C)N=C(N2)S(=O)(=O)N(C2=C(C=CC=C2Cl)Cl)C (5,7,N-trimethyl-N-(2,6-dichlorophenyl)-1,2,4-triazolo[1,5-a]-pyrimidine-2-sulfonamide). Reactants: CC1=NC=2N(C(=C1)C)N=C(N2)S(=O)(=O)NC2=C(C=CC=C2Cl)Cl (5,7-dimethyl-N-(2,6-dichlorophenyl)-1,2,4-triazolo[1,5-a]-pyrimidine-2-sulfonamide), CC(C)([O-])C.[K+] (potassium t-butoxide), CI (methyl iodide). The solvent is C(Cl)Cl (methylene chloride), C(C)#N (acetonitrile). Reported procedure: A mixture of 3.00 g (8.06 mmol) of 5,7-dimethyl-N-(2,6-dichlorophenyl)-1,2,4-triazolo[1,5-a]-pyrimidine-2-sulfonamide and 0.90 g (8.1 mmol) of potassium t-butoxide in 30 ml of acetonitrile was heated at reflux for 40 minutes. After cooling to room temperature 1.14 g (8.06 mmol) of methyl iodide was added, and the reaction was heated at reflux for 1 hour. After cooling to room temperature, the reaction mixture was diluted with methylene chloride and washed with 1% aqueous NaOH. The organic phase ... Isolated yield 51.4%. Reaction SMILES: [CH3:1][C:2]1[CH:7]=[C:6]([CH3:8])[N:5]2[N:9]=[C:10]([S:12]([NH:15][C:16]3[C:21]([Cl:22])=[CH:20][CH:19]=[CH:18][C:17]=3[Cl:23])(=[O:14])=[O:13])[N:11]=[C:4]2[N:3]=1.[CH3:24]C(C)([O-])C.[K+].CI>C(#N)C.C(Cl)Cl>[CH3:1][C:2]1[CH:7]=[C:6]([CH3:8])[N:5]2[N:9]=[C:10]([S:12]([N:15]([CH3:24])[C:16]3[C:21]([Cl:22])=[CH:20][CH:19]=[CH:18][C:17]=3[Cl:23])(=[O:13])=[O:14])[N:11]=[C:4]2[N:3]=1 |f:1.2|.